Dataset: the Open Reaction Database (ORD), a public repository of structured organic reaction records. Task: describe an organic reaction: reactants, conditions, products, and yield Reaction SMILES: [N+:1]([C:4]1[CH:13]=[C:12]2[C:7]([CH2:8][CH2:9][N:10]=[CH:11]2)=[CH:6][CH:5]=1)([O-:3])=[O:2].[C:14]([CH2:16]C(O)=O)#[N:15].C(=O)=O>C(O)(=O)C>[N+:1]([C:4]1[CH:13]=[C:12]2[C:7]([CH2:8][CH2:9][NH:10][CH:11]2[CH2:16][C:14]#[N:15])=[CH:6][CH:5]=1)([O-:3])=[O:2]. Procedure: A suspension of 7-nitro-3,4-dihydroisoquinoline (13.4 g, 76.1 mmol) and cyanoacetic acid (12.5 g, 150 mmol) in acetic acid (55 ml) was heated at reflux for 0.5 h. After evolution of carbon dioxide had ceased and the reaction mixture had cooled, the solvent was removed on the rotoevaporator. The residue was triturated with isopropanol (100 ml) and the solid was collected. The crude product was partitioned between ethyl acetate and dilute potassium carbonate solution. The dried (MgSO4) organic pha... Solvent: C(C)(=O)O (acetic acid). The reactants are [N+](=O)([O-])C1=CC=C2CCN=CC2=C1 (7-nitro-3,4-dihydroisoquinoline), C(#N)CC(=O)O (cyanoacetic acid), C(=O)=O (carbon dioxide). Yield: 76.2%. Yields the product [N+](=O)([O-])C1=CC=C2CCNC(C2=C1)CC#N (7-Nitro-1,2,3,4-tetrahydroisoquinolin-1-acetonitrile).